Dataset: the Open Reaction Database (ORD), a public repository of structured organic reaction records. Task: describe an organic reaction: reactants, conditions, products, and yield Reactants: Cc1ccc(C)n1S(=O)(=O)c1ccc([N+](=O)[O-])cc1, CO. Yields the product Cc1ccc(C)n1S(=O)(=O)c1ccc(N)cc1. As a reaction SMILES: [CH3:1][c:2]1[n:3]([S:8](=[O:9])(=[O:10])[c:11]2[cH:12][cH:13][c:14]([N+:17]([O-:18])=[O:19])[cH:15][cH:16]2)[c:4]([CH3:7])[cH:5][cH:6]1.[CH3:20][OH:21]>>[CH3:1][c:2]1[n:3]([S:8](=[O:9])(=[O:10])[c:11]2[cH:12][cH:13][c:14]([NH2:17])[cH:15][cH:16]2)[c:4]([CH3:7])[cH:5][cH:6]1. Starting materials: [N+](=O)([O-])C=C(NCCSCC1=NN=C(S1)N)SC (1-nitro-2-methylthio-2-[2-((2-amino-5-(1,3,4)-thiadiazolyl)methylthio)ethylamino]ethylene), Example 85 ( I ), C(C)N (ethylamine). The product is [N+](=O)([O-])C=C(NCCSCC1=NN=C(S1)N)NCC (1-Nitro-2-ethylamino-2-[2-((2-amino-5-1,3,4-thiadiazolyl)methylthio)ethylamino]ethylene). As a reaction SMILES: [N+:1]([CH:4]=[C:5](SC)[NH:6][CH2:7][CH2:8][S:9][CH2:10][C:11]1[S:15][C:14]([NH2:16])=[N:13][N:12]=1)([O-:3])=[O:2].[CH2:19]([NH2:21])[CH3:20]>>[N+:1]([CH:4]=[C:5]([NH:21][CH2:19][CH3:20])[NH:6][CH2:7][CH2:8][S:9][CH2:10][C:11]1[S:15][C:14]([NH2:16])=[N:13][N:12]=1)([O-:3])=[O:2]. Procedure: Reaction of 1-nitro-2-methylthio-2-[2-((2-amino-5-(1,3,4)-thiadiazolyl)methylthio)ethylamino]ethylene (see Example 85 (I)) with ethylamine by the procedure of Example 8(ii) gives the title product. RXN SMILES: [CH2:50]([O:51][C:52]([N:53]=[N:54][C:55]([O:56][CH2:57][CH3:58])=[O:59])=[O:60])[CH3:61].[CH2:62]1[O:63][CH2:64][CH2:65][CH2:66]1.[CH:36]([c:37]1[cH:38][cH:39][cH:40][cH:41][cH:42]1)=[C:43]1[C:44](=[O:49])[NH:45][C:46](=[O:48])[S:47]1.[OH:1][CH2:2][CH2:3][CH2:4][CH2:5][NH:6][C:7]([CH:8]=[CH:9][c:10]1[cH:11][n:12][cH:13][cH:14][cH:15]1)=[O:16].[c:17]1([P:18]([c:19]2[cH:20][cH:21][cH:22][cH:23][cH:24]2)[c:25]2[cH:26][cH:27][cH:28][cH:29][cH:30]2)[cH:31][cH:32][cH:33][cH:34][cH:35]1>>[CH2:2]([CH2:3][CH2:4][CH2:5][NH:6][C:7]([CH:8]=[CH:9][c:10]1[cH:11][n:12][cH:13][cH:14][cH:15]1)=[O:16])[N:45]1[C:44](=[O:49])[C:43](=[CH:36][c:37]2[cH:38][cH:39][cH:40][cH:41][cH:42]2)[S:47][C:46]1=[O:48]. Starting materials: CCOC(=O)N=NC(=O)OCC, C1CCOC1, O=C1NC(=O)C(=Cc2ccccc2)S1, O=C(C=Cc1cccnc1)NCCCCO, c1ccc(P(c2ccccc2)c2ccccc2)cc1. Product: O=C(C=Cc1cccnc1)NCCCCN1C(=O)SC(=Cc2ccccc2)C1=O.